From a dataset of the Open Reaction Database (ORD), a public repository of structured organic reaction records. describe an organic reaction: reactants, conditions, products, and yield Starting materials: O=C([O-])[O-], CI, CN(C)C=O, COc1ccc(-n2nc(C(=O)N3CCC(=O)N3)cc2-c2ccccn2)cn1, [H-], [K+], [K+], [Na+]. The product is COc1ccc(-n2nc(C(=O)N3CCC(=O)N3C)cc2-c2ccccn2)cn1. Reaction SMILES: [C:32](=[O:33])([O-:34])[O-:35].[CH3:30][I:31].[CH3:38][N:39]([CH3:40])[CH:41]=[O:42].[CH3:3][O:4][c:5]1[cH:6][cH:7][c:8](-[n:11]2[n:12][c:13]([C:22](=[O:23])[N:24]3[NH:25][C:26](=[O:29])[CH2:27][CH2:28]3)[cH:14][c:15]2-[c:16]2[n:17][cH:18][cH:19][cH:20][cH:21]2)[cH:9][n:10]1.[H-:1].[K+:36].[K+:37].[Na+:2]>>[CH3:3][O:4][c:5]1[cH:6][cH:7][c:8](-[n:11]2[n:12][c:13]([C:22](=[O:23])[N:24]3[N:25]([CH3:32])[C:26](=[O:29])[CH2:27][CH2:28]3)[cH:14][c:15]2-[c:16]2[n:17][cH:18][cH:19][cH:20][cH:21]2)[cH:9][n:10]1. The product is COc1nc(C)cnc1N(C(=O)OCC(C)C)S(=O)(=O)c1cccnc1-c1ccc(CC(C)C)cc1. Reactants: CC(C)Cc1ccc(B(O)O)cc1, Cc1ccccc1, CCO, COc1nc(C)cnc1N(C(=O)OCC(C)C)S(=O)(=O)c1cccnc1Cl, c1ccc(P(c2ccccc2)(c2ccccc2)[Pd](P(c2ccccc2)(c2ccccc2)c2ccccc2)(P(c2ccccc2)(c2ccccc2)c2ccccc2)P(c2ccccc2)(c2ccccc2)c2ccccc2)cc1. RXN SMILES: [CH2:28]([CH:29]([CH3:30])[CH3:31])[c:32]1[cH:33][cH:34][c:35]([B:38]([OH:39])[OH:40])[cH:36][cH:37]1.[CH3:41][c:42]1[cH:43][cH:44][cH:45][cH:46][cH:47]1.[CH3:48][CH2:49][OH:50].[Cl:1][c:2]1[n:3][cH:4][cH:5][cH:6][c:7]1[S:8](=[O:9])(=[O:10])[N:11]([c:12]1[n:13][cH:14][c:15]([CH3:20])[n:16][c:17]1[O:18][CH3:19])[C:21](=[O:22])[O:23][CH2:24][CH:25]([CH3:26])[CH3:27].[cH:51]1[cH:52][cH:53][c:54]([P:55]([Pd:56]([P:57]([c:58]2[cH:59][cH:60][cH:61][cH:62][cH:63]2)([c:64]2[cH:65][cH:66][cH:67][cH:68][cH:69]2)[c:70]2[cH:71][cH:72][cH:73][cH:74][cH:75]2)([P:76]([c:77]2[cH:78][cH:79][cH:80][cH:81][cH:82]2)([c:83]2[cH:84][cH:85][cH:86][cH:87][cH:88]2)[c:89]2[cH:90][cH:91][cH:92][cH:93][cH:94]2)[P:95]([c:96]2[cH:97][cH:98][cH:99][cH:100][cH:101]2)([c:102]2[cH:103][cH:104][cH:105][cH:106][cH:107]2)[c:108]2[cH:109][cH:110][cH:111][cH:112][cH:113]2)([c:114]2[cH:115][cH:116][cH:117][cH:118][cH:119]2)[c:120]2[cH:121][cH:122][cH:123][cH:124][cH:125]2)[cH:126][cH:127]1>>[c:2]1(-[c:35]2[cH:34][cH:33][c:32]([CH2:28][CH:29]([CH3:30])[CH3:31])[cH:37][cH:36]2)[n:3][cH:4][cH:5][cH:6][c:7]1[S:8](=[O:9])(=[O:10])[N:11]([c:12]1[n:13][cH:14][c:15]([CH3:20])[n:16][c:17]1[O:18][CH3:19])[C:21](=[O:22])[O:23][CH2:24][CH:25]([CH3:26])[CH3:27].